Dataset: the Open Reaction Database (ORD), a public repository of structured organic reaction records. Task: describe an organic reaction: reactants, conditions, products, and yield Reactants: O (water), FC1=C(C=C(C(=O)O)C=C1)[N+](=O)[O-] (4-fluoro-3-nitrobenzoic acid), C[S-].[Na+] (sodium thiomethoxide), C[O-].[Na+] (sodium methoxide). The solvent is CO (methanol). Reaction conditions: temperature 57.5 celsius. Yields the product [N+](=O)([O-])C=1C=C(C(=O)O)C=CC1SC (3-Nitro-4-(methylthio)benzoic Acid). RXN SMILES: F[C:2]1[CH:10]=[CH:9][C:5]([C:6]([OH:8])=[O:7])=[CH:4][C:3]=1[N+:11]([O-:13])=[O:12].C[O-].[Na+].[CH3:17][S-:18].[Na+].O>CO>[N+:11]([C:3]1[CH:4]=[C:5]([CH:9]=[CH:10][C:2]=1[S:18][CH3:17])[C:6]([OH:8])=[O:7])([O-:13])=[O:12] |f:1.2,3.4|. Procedure details: 0.75 mol of 4-fluoro-3-nitrobenzoic acid was charged in 2 l of methanol, and 0.75 mol of sodium methoxide was added dropwise. 0.83 mol of sodium thiomethoxide was then added and the reaction mixture was heated at from 55 to 60° C. for 5 hours. After cooling, 1 l of water was added, the precipitate was filtered off with suction and washed with 100 ml of methylene chloride. The residue was then taken up in 500 ml of 2 N hydrochloric acid and the precipitate formed was filtered off with suction and... Reactants: COC(=O)CBr, O=C([O-])[O-], CN(C)C=O, CC1C=CC(C)N1, [K+], [K+], O. The product is COC(=O)CN1C(C)C=CC1C. Reaction SMILES: [Br:1][CH2:2][C:3](=[O:4])[O:5][CH3:6].[C:14](=[O:15])([O-:16])[O-:17].[CH3:20][N:21]([CH3:22])[CH:23]=[O:24].[CH3:7][CH:8]1[NH:9][CH:10]([CH3:13])[CH:11]=[CH:12]1.[K+:18].[K+:19].[OH2:25]>>[CH2:2]([C:3](=[O:4])[O:5][CH3:6])[N:9]1[CH:8]([CH3:7])[CH:12]=[CH:11][CH:10]1[CH3:13]. Starting materials: CCOC(C)=O, O=C(NCc1ccccc1)Nc1nc(C(=O)O)cs1, CCCCCC, Cl, CCOC(=O)CC(CCCN)c1ccccc1. Product: CCOC(=O)CC(CCCNC(=O)c1csc(NC(=O)NCc2ccccc2)n1)c1ccccc1. RXN SMILES: [C:44]([O:45][CH2:46][CH3:47])(=[O:48])[CH3:49].[CH2:1]([c:2]1[cH:3][cH:4][cH:5][cH:6][cH:7]1)[NH:8][C:9]([NH:10][c:11]1[s:12][cH:13][c:14]([C:16](=[O:17])[OH:18])[n:15]1)=[O:19].[CH3:38][CH2:39][CH2:40][CH2:41][CH2:42][CH3:43].[ClH:20].[NH2:21][CH2:22][CH2:23][CH2:24][CH:25]([CH2:26][C:27](=[O:28])[O:29][CH2:30][CH3:31])[c:32]1[cH:33][cH:34][cH:35][cH:36][cH:37]1>>[CH2:1]([c:2]1[cH:3][cH:4][cH:5][cH:6][cH:7]1)[NH:8][C:9]([NH:10][c:11]1[s:12][cH:13][c:14]([C:16](=[O:18])[NH:21][CH2:22][CH2:23][CH2:24][CH:25]([CH2:26][C:27](=[O:28])[O:29][CH2:30][CH3:31])[c:32]2[cH:33][cH:34][cH:35][cH:36][cH:37]2)[n:15]1)=[O:19]. Starting materials: C([O-])([O-])=O.[K+].[K+] (Potassium carbonate), [Si](C1=CC=CC=C1)(C1=CC=CC=C1)(C(C)(C)C)OCC=1C(=C(C(=C(C1)C(CCl)=O)F)F)N1C[C@H](O[C@H](C1)C)C (1-(5-((tert-butyldiphenylsilyloxy)methyl)-4-((2R,6S)-2,6-dimethylmorpholino)-2,3-difluorophenyl)-2-chloroethanone), [Si](C1=CC=CC=C1)(C1=CC=CC=C1)(C(C)(C)C)OCC=1C(=C(C(=C(C1)C(CCl)=O)F)F)N1C[C@H](O[C@H](C1)C)C (1-(5-((tert-butyldiphenylsilyloxy)methyl)-4-((2R,6S)-2,6-dimethylmorpholino)-2,3-difluorophenyl)-2-chloroethanone), N1N=CN=C1 (1H-1,2,4-triazole). Run in C(C)#N (Acetonitrile). Run at time 3 hour. The product is [Si](C1=CC=CC=C1)(C1=CC=CC=C1)(C(C)(C)C)OCC=1C(=C(C(=C(C1)C(CN1N=CN=C1)=O)F)F)N1C[C@H](O[C@H](C1)C)C (1-(5-((tert-butyldiphenylsilyloxy)methyl)-4-((2R,6S)-2,6-dimethylmorpholino)-2,3-difluorophenyl)-2-(1H-1,2,4-triazol-1-yl)ethanone). RXN SMILES: C(=O)([O-])[O-].[K+].[K+].[Si:7]([O:24][CH2:25][C:26]1[C:27]([N:38]2[CH2:43][C@H:42]([CH3:44])[O:41][C@H:40]([CH3:45])[CH2:39]2)=[C:28]([F:37])[C:29]([F:36])=[C:30]([C:32](=[O:35])[CH2:33]Cl)[CH:31]=1)([C:20]([CH3:23])([CH3:22])[CH3:21])([C:14]1[CH:19]=[CH:18][CH:17]=[CH:16][CH:15]=1)[C:8]1[CH:13]=[CH:12][CH:11]=[CH:10][CH:9]=1.[NH:46]1[CH:50]=[N:49][CH:48]=[N:47]1>C(#N)C>[Si:7]([O:24][CH2:25][C:26]1[C:27]([N:38]2[CH2:43][C@H:42]([CH3:44])[O:41][C@H:40]([CH3:45])[CH2:39]2)=[C:28]([F:37])[C:29]([F:36])=[C:30]([C:32](=[O:35])[CH2:33][N:46]2[CH:50]=[N:49][CH:48]=[N:47]2)[CH:31]=1)([C:20]([CH3:23])([CH3:22])[CH3:21])([C:14]1[CH:19]=[CH:18][CH:17]=[CH:16][CH:15]=1)[C:8]1[CH:13]=[CH:12][CH:11]=[CH:10][CH:9]=1 |f:0.1.2|. Procedure details: Potassium carbonate (1208 mg, 8.74 mmol) was added to a mixture of 1-(5-((tert-butyldiphenylsilyloxy)methyl)-4-((2R,6S)-2,6-dimethylmorpholino)-2,3-difluorophenyl)-2-chloroethanone (Intermediate 127, 500 mg, 0.87 mmol) and 1H-1,2,4-triazole (66.4 mg, 0.96 mmol) dissolved in 15 ml of Acetonitrile. The mixture was stirred at room temperature for 3 hours. Potassium carbonate was filtered from the mixture, and the filtrate was diluted with water and extracted with ethyl acetate (2×100 mL). The organ... Reactants: solution, CC(C)(C)OC(CN1C=2C(C(C2NCCC1)=O)=O)=O ((8,9-dioxo-2,6-diazabicyclo[5.2.0]non-1-(7)-en-2-yl)acetic acid 1,1-dimethylethyl ester), [OH-].[Na+] (sodium hydroxide). Conditions: time 8 hour. Product: O.[Na+].O=C1C=2NCCCN(C2C1=O)CC(=O)[O-] ((8,9-dioxo-2,6-diazabicyclo[5.2.0]non-1(7)-en-2-yl)acetic acid sodium salt hydrate). Yield: 132.9%. Reaction SMILES: CC([O:5][C:6](=[O:19])[CH2:7][N:8]1[CH2:16][CH2:15][CH2:14][NH:13][C:12]2[C:11](=[O:17])[C:10](=[O:18])[C:9]1=2)(C)C.[OH-].[Na+:21]>>[OH2:5].[Na+:21].[O:17]=[C:11]1[C:10](=[O:18])[C:9]2[N:8]([CH2:7][C:6]([O-:19])=[O:5])[CH2:16][CH2:15][CH2:14][NH:13][C:12]1=2 |f:1.2,3.4.5|. Procedure details: An ethanolic (86 mL) solution of (8,9-dioxo-2,6-diazabicyclo[5.2.0]non-1-(7)-en-2-yl)acetic acid 1,1-dimethylethyl ester (2.29 g, 8.60 mmol) was treated at room temperature with 2.5N sodium hydroxide solution (3.5 mL, 8.7 mmol) and left stirring overnight. The suspension was filtered, washing with ethyl acetate to give a solid which was recrystallized from methanol/water/isopropanol (final volume 50 mL) to afford (8,9-dioxo-2,6-diazabicyclo[5.2.0]non-1(7)-en-2-yl)acetic acid sodium salt hydrate ...